From a dataset of the Open Reaction Database (ORD), a public repository of structured organic reaction records. describe an organic reaction: reactants, conditions, products, and yield The reactants are CCOC(=O)CCCn1c(NC2CCN(C(=O)OC(C)(C)C)CC2)nc2ccccc21, CCOCC, CCO, I. Yields the product CCOC(=O)CCCn1c(NC2CCNCC2)nc2ccccc21, I. As a reaction SMILES: [C:1](=[O:2])([O:3][CH2:4][CH3:5])[CH2:6][CH2:7][CH2:8][n:9]1[c:10]([NH:18][CH:19]2[CH2:20][CH2:21][N:22]([C:25]([O:26][C:27]([CH3:28])([CH3:29])[CH3:30])=[O:31])[CH2:23][CH2:24]2)[n:11][c:12]2[c:13]1[cH:14][cH:15][cH:16][cH:17]2.[CH3:33][CH2:34][O:35][CH2:36][CH3:37].[CH3:38][CH2:39][OH:40].[IH:32]>>[C:1](=[O:2])([O:3][CH2:4][CH3:5])[CH2:6][CH2:7][CH2:8][n:9]1[c:10]([NH:18][CH:19]2[CH2:20][CH2:21][NH:22][CH2:23][CH2:24]2)[n:11][c:12]2[c:13]1[cH:14][cH:15][cH:16][cH:17]2.[IH:32]. Starting materials: CC(CC)SC1=CC=C(OCCN)C=C1 (2-[4-(1-methylpropylthio)phenoxy]ethylamine), ClC(=O)OCC (ethyl chloroformate), O (water), C([O-])([O-])=O.[K+].[K+] (potassium carbonate). The solvent is CN(C)C=O (DMF), CN(C)C=O (DMF). Conditions: time 1.5 hour. Yields the product CC(CC)SC1=CC=C(OCCNC(OCC)=O)C=C1 (ethyl N-{2-[4-(1methylpropylthio)phenoxy]ethyl}carbamate), compound 40. Reaction SMILES: [CH3:1][CH:2]([S:5][C:6]1[CH:15]=[CH:14][C:9]([O:10][CH2:11][CH2:12][NH2:13])=[CH:8][CH:7]=1)[CH2:3][CH3:4].C(=O)([O-])[O-].[K+].[K+].Cl[C:23]([O:25][CH2:26][CH3:27])=[O:24].O>CN(C=O)C>[CH3:1][CH:2]([S:5][C:6]1[CH:15]=[CH:14][C:9]([O:10][CH2:11][CH2:12][NH:13][C:23](=[O:24])[O:25][CH2:26][CH3:27])=[CH:8][CH:7]=1)[CH2:3][CH3:4] |f:1.2.3|. Reported procedure: To a solution of the above amine (2.41 g, 10.0 mmol) in 10 ml DMF, cooled to 0° and under N2, is added potassium carbonate (1.66 g, 12.0 mmol) followed by dropwise addition of ethyl chloroformate (1.2 ml, 12.0 mmol) in 5 ml of DMF. After 1.5 hours, water is added and the aqueous phase is extracted with ether. The combined organic layers are washed with water and brine, dried, rotoevaporated and the residue is purified by column chromatography to give ethyl N-{2-[4-(1methylpropylthio)phenoxy]ethy...